From a dataset of the Open Reaction Database (ORD), a public repository of structured organic reaction records. describe an organic reaction: reactants, conditions, products, and yield The reactants are C(=O)NNC1=C(C=C(C=C1)N)OC (1-formyl-2-(4-amino-2-methoxyphenyl)hydrazine), C1(=CC=CC=C1)N=C=S (phenyl isothiocyanate). Yields the product C(=O)NNC1=C(C=C(C=C1)NC(=S)NC1=CC=CC=C1)OC (1-[4-(2-Formylhydrazino)-3-methoxyphenyl]-3-phenylthiourea). As a reaction SMILES: [CH:1]([NH:3][NH:4][C:5]1[CH:10]=[CH:9][C:8]([NH2:11])=[CH:7][C:6]=1[O:12][CH3:13])=[O:2].[C:14]1([N:20]=[C:21]=[S:22])[CH:19]=[CH:18][CH:17]=[CH:16][CH:15]=1>>[CH:1]([NH:3][NH:4][C:5]1[CH:10]=[CH:9][C:8]([NH:11][C:21]([NH:20][C:14]2[CH:19]=[CH:18][CH:17]=[CH:16][CH:15]=2)=[S:22])=[CH:7][C:6]=1[O:12][CH3:13])=[O:2]. Reported procedure: Procedure (18.) was employed with 1-formyl-2-(4-amino-2-methoxyphenyl)hydrazine (1.0 g, 0.0056 mole) and phenyl isothiocyanate (0.75 g, 0.0056 mole). Yield 0.90 g (51%), m.p. 183°-184° C. Starting materials: C(C)C1=NN(C2=CC=CC(=C12)NC(=O)C1=CN=C2N1C=CC(=C2)C(=O)N2CCN(CC2)C(=O)OC(C)(C)C)CC2=NC(=CC=C2)C (tert-butyl 4-(3-(3-ethyl-1-((6-methylpyridin-2-yl)methyl)-1H-indazol-4-ylcarbamoyl)imidazo[1,2-a]pyridine-7-carbonyl)piperazine-1-carboxylate), Cl (hydrogen chloride). Solvent: C(C)(=O)OCC (ethyl acetate). Run at time 45 minute. Yields the product Cl.Cl.C(C)C1=NN(C2=CC=CC(=C12)NC(=O)C1=CN=C2N1C=CC(=C2)C(=O)N2CCNCC2)CC2=NC(=CC=C2)C (N-(3-ethyl-1-((6-methylpyridin-2-yl)methyl)-1H-indazol-4-yl)-7-(piperazine-1-carbonyl)imidazo[1,2-a]pyridine-3-carboxamide dihydrochloride). As a reaction SMILES: [CH2:1]([C:3]1[C:11]2[C:6](=[CH:7][CH:8]=[CH:9][C:10]=2[NH:12][C:13]([C:15]2[N:19]3[CH:20]=[CH:21][C:22]([C:24]([N:26]4[CH2:31][CH2:30][N:29](C(OC(C)(C)C)=O)[CH2:28][CH2:27]4)=[O:25])=[CH:23][C:18]3=[N:17][CH:16]=2)=[O:14])[N:5]([CH2:39][C:40]2[CH:45]=[CH:44][CH:43]=[C:42]([CH3:46])[N:41]=2)[N:4]=1)[CH3:2].[ClH:47]>C(OCC)(=O)C>[ClH:47].[ClH:47].[CH2:1]([C:3]1[C:11]2[C:6](=[CH:7][CH:8]=[CH:9][C:10]=2[NH:12][C:13]([C:15]2[N:19]3[CH:20]=[CH:21][C:22]([C:24]([N:26]4[CH2:27][CH2:28][NH:29][CH2:30][CH2:31]4)=[O:25])=[CH:23][C:18]3=[N:17][CH:16]=2)=[O:14])[N:5]([CH2:39][C:40]2[CH:45]=[CH:44][CH:43]=[C:42]([CH3:46])[N:41]=2)[N:4]=1)[CH3:2] |f:3.4.5|. Reported procedure: To a solution of tert-butyl 4-(3-(3-ethyl-1-((6-methylpyridin-2-yl)methyl)-1H-indazol-4-ylcarbamoyl)imidazo[1,2-a]pyridine-7-carbonyl)piperazine-1-carboxylate (10.2 mg, 0.0164 mmol) in ethyl acetate (1 mL) was added hydrogen chloride (1 mL; 4M in dioxane) and the mixture was stirred for 45 minutes. The solvent was removed under reduced pressure and dried under high vacuum to give N-(3-ethyl-1-((6-methylpyridin-2-yl)methyl)-1H-indazol-4-yl)-7-(piperazine-1-carbonyl)imidazo[1,2-a]pyridine-3-carbox... Reactants: ClC1=CC=C(C#N)C=C1 (4-chlorobenzonitrile), C[O-].[Na+] (sodium methoxide), [Cl-].[NH4+] (Ammonium chloride). Isolated yield 104.3%. Product: Cl.ClC1=CC=C(C(=N)N)C=C1 (4-Chlorobenzamidine Monohydrochloride). Conditions: time 3 day. Procedure: To a solution of 4-chlorobenzonitrile (5.0 g) in methanol (40 ml) was added sodium methoxide (0.20 g) and the reaction was stirred at room temperature for 3 days. Ammonium chloride (1.94 g) was added and the reaction was stirred overnight. The reaction was filtered and the filtrate concentrated to an oil. After the addition of ether the off-white precipitate was collected and dried to give the title compound (3.62 g). Electrospray MS m/z 155 [M+H]+. As a reaction SMILES: [Cl:1][C:2]1[CH:9]=[CH:8][C:5]([C:6]#[N:7])=[CH:4][CH:3]=1.C[O-].[Na+].[Cl-].[NH4+:14]>CO>[ClH:1].[Cl:1][C:2]1[CH:9]=[CH:8][C:5]([C:6]([NH2:14])=[NH:7])=[CH:4][CH:3]=1 |f:1.2,3.4,6.7|. The solvent is CO (methanol). The reactants are Cc1cccc(C)c1N(CCCC(=O)O)C(=O)c1ccc(Cl)cc1, CCOC(=O)C(N)Cc1ccccc1. The product is CCOC(=O)C(Cc1ccccc1)NC(=O)CCCN(C(=O)c1ccc(Cl)cc1)c1c(C)cccc1C. RXN SMILES: [Cl:1][c:2]1[cH:3][cH:4][c:5]([C:6](=[O:7])[N:8]([c:9]2[c:10]([CH3:16])[cH:11][cH:12][cH:13][c:14]2[CH3:15])[CH2:17][CH2:18][CH2:19][C:20](=[O:21])[OH:22])[cH:23][cH:24]1.[NH2:25][CH:26]([CH2:27][c:28]1[cH:29][cH:30][cH:31][cH:32][cH:33]1)[C:34](=[O:35])[O:36][CH2:37][CH3:38]>>[Cl:1][c:2]1[cH:3][cH:4][c:5]([C:6](=[O:7])[N:8]([c:9]2[c:10]([CH3:16])[cH:11][cH:12][cH:13][c:14]2[CH3:15])[CH2:17][CH2:18][CH2:19][C:20](=[O:21])[NH:25][CH:26]([CH2:27][c:28]2[cH:29][cH:30][cH:31][cH:32][cH:33]2)[C:34](=[O:35])[O:36][CH2:37][CH3:38])[cH:23][cH:24]1. The reactants are CC(Cl)c1cccnc1, O=C(O)c1ccc(-c2ccncc2)cc1. Reagents/catalysts: O=C([O-])[O-].[Cs+].[Cs+] (cesium carbonate), [I-].[K+] (potassium iodide). Solvent: CN(C)C=O (DMF), CN(C)C=O (dmf), CN(C)C=O (DMF). Conditions: temperature 70 celsius, time 16 hour. Yields the product CC(OC(=O)c1ccc(-c2ccncc2)cc1)c1cccnc1. The reactants are COP(OC)(=O)C(P(OC)(OC)=O)(C1CCCCC1)O ([Hydroxy(cyclohexyl)methylidene]bisphosphonic acid tetramethyl ester), C1(CCCCC1)C(=O)P(OC)(OC)=O (dimethyl cyclohexanoylphosphonate), COP(OC)[O-] (dimethylphosphite). The product is COP(OC)(=O)C(C)(O)P(OC)(OC)=O ((1-hydroxyethylidene)bisphosphonic acid tetramethyl ester). Reaction SMILES: [CH3:1][O:2][P:3]([C:7]([OH:20])([CH:14]1CCCCC1)[P:8](=[O:13])([O:11][CH3:12])[O:9][CH3:10])(=[O:6])[O:4][CH3:5].C1(C(P(=O)(OC)OC)=O)CCCCC1.COP([O-])OC>>[CH3:10][O:9][P:8]([C:7]([P:3](=[O:6])([O:2][CH3:1])[O:4][CH3:5])([OH:20])[CH3:14])(=[O:13])[O:11][CH3:12]. Reported procedure: [Hydroxy(cyclohexyl)methylidene]bisphosphonic acid tetramethyl ester from dimethyl cyclohexanoylphosphonate and dimethylphosphite (31-P NMR 23.13 ppm; CDCl3).